From a dataset of the Open Reaction Database (ORD), a public repository of structured organic reaction records. describe an organic reaction: reactants, conditions, products, and yield The reactants are COC(COC=1C2=C(N=C(N1)SC)N(C(=C2)CC)CC2=CC(=CC=C2)C(F)(F)F)=O ([[2-(methylthio)-6-ethyl-7-[[3-(trifluoromethyl)phenyl]methyl]-7H-pyrrolo[2,3-d]pyrimidin-4-yl]oxy]acetic acid methyl ester). Reagents/catalysts: [Ni] (Ni). Run in C(C)(=O)OCC (ethyl acetate), CO (methanol), C(Cl)Cl (methylene chloride). Yields the product COC(COC=1C2=C(N=CN1)N(C(=C2)CC)CC2=CC(=CC=C2)C(F)(F)F)=O ([[6-ethyl-7-[[3-(trifluoromethyl)phenyl]methyl]-7H-pyrrolo[2,3-d]pyrimidin-4-yl]oxy]acetic acid methyl ester). Isolated yield 82.6%. Reaction SMILES: [CH3:1][O:2][C:3](=[O:30])[CH2:4][O:5][C:6]1[C:7]2[CH:16]=[C:15]([CH2:17][CH3:18])[N:14]([CH2:19][C:20]3[CH:25]=[CH:24][CH:23]=[C:22]([C:26]([F:29])([F:28])[F:27])[CH:21]=3)[C:8]=2[N:9]=[C:10](SC)[N:11]=1>C(OCC)(=O)C.CO.C(Cl)Cl.[Ni]>[CH3:1][O:2][C:3](=[O:30])[CH2:4][O:5][C:6]1[C:7]2[CH:16]=[C:15]([CH2:17][CH3:18])[N:14]([CH2:19][C:20]3[CH:25]=[CH:24][CH:23]=[C:22]([C:26]([F:27])([F:29])[F:28])[CH:21]=3)[C:8]=2[N:9]=[CH:10][N:11]=1. Procedure details: A solution of 173 mg (0.394 mmol) of [[2-(methylthio)-6-ethyl-7-[[3-(trifluoromethyl)phenyl]methyl]-7H-pyrrolo[2,3-d]pyrimidin-4-yl]oxy]acetic acid methyl ester in 5 mL of ethyl acetate and 1 mL of methanol was heated to reflux and treated with 1.05 g of Raney Ni in portions over 3 hours. The reaction was diluted with 2 mL of methylene chloride and the solids were removed by filtration through a filter aid. The reaction mixture was dried with sodium sulfate and concentrated to provide 128 mg (83...